This data is from the Open Reaction Database (ORD), a public repository of structured organic reaction records. The task is: describe an organic reaction: reactants, conditions, products, and yield Starting materials: COC([C@@H](N(C(=O)OC(C)(C)C)C(C1=CC(=C(C=C1)N)OC)=O)CCSC)=O (N-BOC-4-amino-3-methoxybenzoyl methionine methyl ester), C(Cl)Cl (CH2Cl2). The product is Cl.COC([C@@H](NC(C1=CC(=C(C=C1)N)OC)=O)CCSC)=O (HCl 4-amino-3-methoxybenzoyl methionine methyl ester). Yield: 88.3%. As a reaction SMILES: [CH3:1][O:2][C:3](=[O:28])[C@H:4]([CH2:24][CH2:25][S:26][CH3:27])[N:5]([C:13](=[O:23])[C:14]1[CH:19]=[CH:18][C:17]([NH2:20])=[C:16]([O:21][CH3:22])[CH:15]=1)C(OC(C)(C)C)=O.C(Cl)[Cl:30]>>[ClH:30].[CH3:1][O:2][C:3](=[O:28])[C@H:4]([CH2:24][CH2:25][S:26][CH3:27])[NH:5][C:13](=[O:23])[C:14]1[CH:19]=[CH:18][C:17]([NH2:20])=[C:16]([O:21][CH3:22])[CH:15]=1 |f:2.3|. Procedure: N-BOC-4-amino-3-methoxybenzoyl methionine methyl ester (0.71 g, 1.79 mmol) was taken up in CH2Cl2 (4 ml) and precipitated with 3-4M HCl/ Et2O (12 ml). The precipitate was washed as usual with Et2O and dried overnight under vacuum to result in 0.55 g (88.3%) of reddish material. mp 176°-177° C.; 1H NMR (CD3OD) 2.08 (3 H, s) , 2.21 (2 H, m), 2.61 (2 H, m), 3.74 (3 H, s), 4.02 (3 H, s), 4.79 (1 H, m), 7.50 (1 H, d, J=8.2 Hz), 7.57 (1 H, d, J=4.1 Hz) 7.67 (1 H, s); 13C NMR (CD3OD) 15.26, 31.34, 31.4... Starting materials: OCC1CCC2(CC1COCc1ccccc1)OCCO2, CC(=O)O, CO, [K+], [K+], O=C([O-])[O-], O. Yields the product O=C1CCC(CO)C(COCc2ccccc2)C1. RXN SMILES: [CH2:1]([c:2]1[cH:3][cH:4][cH:5][cH:6][cH:7]1)[O:8][CH2:9][CH:10]1[CH2:11][C:12]2([O:13][CH2:16][CH2:15][O:14]2)[CH2:17][CH2:18][CH:19]1[CH2:20][OH:21].[CH3:28][C:29](=[O:30])[OH:31].[CH3:33][OH:34].[K+:22].[K+:23].[O-:24][C:25]([O-:26])=[O:27].[OH2:32]>>[CH2:1]([c:2]1[cH:3][cH:4][cH:5][cH:6][cH:7]1)[O:8][CH2:9][CH:10]1[CH2:11][C:12](=[O:13])[CH2:17][CH2:18][CH:19]1[CH2:20][OH:21].